From a dataset of the Open Reaction Database (ORD), a public repository of structured organic reaction records. describe an organic reaction: reactants, conditions, products, and yield The reactants are NC=1C=C(C=NC1)C1=CC(=C(C#N)C=C1)Cl (4-(5-amino-pyridin-3-yl)-2-chloro-benzonitrile), C(#N)C1=CC=C(C=C1)S(=O)(=O)Cl (4-cyano-benzenesulfonyl chloride). The solvent is N1=CC=CC=C1 (pyridine). Yields the product ClC=1C=C(C=CC1C#N)C=1C=C(C=NC1)NS(=O)(=O)C1=CC=C(C=C1)C#N (N-[5-(3-Chloro-4-cyano-phenyl)-pyridin-3-yl]-4-cyano-benzene-sulfonamide). As a reaction SMILES: [NH2:1][C:2]1[CH:3]=[C:4]([C:8]2[CH:15]=[CH:14][C:11]([C:12]#[N:13])=[C:10]([Cl:16])[CH:9]=2)[CH:5]=[N:6][CH:7]=1.[C:17]([C:19]1[CH:24]=[CH:23][C:22]([S:25](Cl)(=[O:27])=[O:26])=[CH:21][CH:20]=1)#[N:18]>N1C=CC=CC=1>[Cl:16][C:10]1[CH:9]=[C:8]([C:4]2[CH:3]=[C:2]([NH:1][S:25]([C:22]3[CH:21]=[CH:20][C:19]([C:17]#[N:18])=[CH:24][CH:23]=3)(=[O:27])=[O:26])[CH:7]=[N:6][CH:5]=2)[CH:15]=[CH:14][C:11]=1[C:12]#[N:13]. Reported procedure: According to General Sulfonylation Procedure 2 in example 1, to a solution of 4-(5-amino-pyridin-3-yl)-2-chloro-benzonitrile (20 mg, 87 μmol, 1 eq) in anhydrous pyridine (500 μl) was added 4-cyano-benzenesulfonyl chloride (19.3 mg, 96 μmol, 1.1 eq). Starting materials: O=C1NCCCN2C1=CC=1C=CC(=CC21)C(=O)NC2=C(C(=O)O)C=CC=C2 (2-{[(1-oxo-2,3,4,5-tetrahydro-1H-[1,4]diazepino[1,2-a]indol-8-yl)carbonyl]amino}benzoic acid), CN (methylamine), C1CCOC1 (THF), ON1N=NC2=C1C=CC=C2 (N-hydroxybenzotriazole), C(C)(C)N(C(C)C)CC (N,N-diisopropylethylamine), C(C)N=C=NCCCN(C)C (1-ethyl-3-(3-dimethylaminopropyl)carbodiimide). The reagents and catalysts are CN(C1=CC=NC=C1)C (4-dimethylaminopyridine). Run in CN(C)C=O (DMF). Reaction conditions: time 10 minute. Yields the product CNC(=O)C1=C(C=CC=C1)NC(=O)C=1C=CC=2C=C3N(C2C1)CCCNC3=O (N-[2-(methylcarbamoyl)phenyl]-1-oxo-2,3,4,5-tetrahydro-1H-[1,4]diazepino[1,2-a]indole-8-carboxamide). Yield: 106.3%. Reaction SMILES: [O:1]=[C:2]1[C:8]2=[CH:9][C:10]3[CH:11]=[CH:12][C:13]([C:16]([NH:18][C:19]4[CH:27]=[CH:26][CH:25]=[CH:24][C:20]=4[C:21]([OH:23])=O)=[O:17])=[CH:14][C:15]=3[N:7]2[CH2:6][CH2:5][CH2:4][NH:3]1.CN.C1COCC1.O[N:36]1[C:40]2C=CC=CC=2N=N1.C(N(CC)C(C)C)(C)C.C(N=C=NCCCN(C)C)C>CN(C=O)C.CN(C)C1C=CN=CC=1>[CH3:40][NH:36][C:21]([C:20]1[CH:24]=[CH:25][CH:26]=[CH:27][C:19]=1[NH:18][C:16]([C:13]1[CH:12]=[CH:11][C:10]2[CH:9]=[C:8]3[C:2](=[O:1])[NH:3][CH2:4][CH2:5][CH2:6][N:7]3[C:15]=2[CH:14]=1)=[O:17])=[O:23]. Reported procedure: To a solution of 2-{[(1-oxo-2,3,4,5-tetrahydro-1H-[1,4]diazepino[1,2-a]indol-8-yl)carbonyl]amino}benzoic acid (100 mg, 0.28 mmol) in DMF (1.0 mL) are added 2M methylamine in THF (0.69 mL, 1.38 mmol), N-hydroxybenzotriazole (26 mg, 0.20 mmol), N,N-diisopropylethylamine (0.10 mL, 0.55 mmol) and 4-dimethylaminopyridine (6.7 mg, 0.06 mmol). After the reaction mixture is stirred for 10 min, 1-ethyl-3-(3-dimethylaminopropyl)carbodiimide (158 mg, 0.83 mmol) is added. The reaction mixture is then stirre... Starting materials: N#CCSCCC(F)(F)F, [Na+], [Na+], O, OO, O=S([O-])[O-]. Product: N#CCS(=O)(=O)CCC(F)(F)F. RXN SMILES: [F:1][C:2]([CH2:3][CH2:4][S:5][CH2:6][C:7]#[N:8])([F:9])[F:10].[Na+:17].[Na+:18].[OH2:19].[OH:11][OH:12].[S:13](=[O:14])([O-:15])[O-:16]>>[F:1][C:2]([CH2:3][CH2:4][S:5]([CH2:6][C:7]#[N:8])(=[O:14])=[O:19])([F:9])[F:10]. The reactants are [Br-], CC(Cc1ccc2c(c1)OC(C(=O)O)(C(=O)OC(C13CC4CC(CC(C4)C1)C3)C13CC4CC(CC(C4)C1)C3)O2)NCC(O)c1cccc(Cl)c1, CS(C)=O, ClC(Cl)Cl, [K+]. Yields the product CC(Cc1ccc2c(c1)OC(C(=O)O)(C(=O)OCC13CC4CC(CC(C4)C1)C3)O2)NCC(O)c1cccc(Cl)c1. RXN SMILES: [Br-:55].[C:1]12([CH:11]([C:12]34[CH2:13][CH:14]5[CH2:15][CH:16]([CH2:17][CH:18]([CH2:19]5)[CH2:20]3)[CH2:21]4)[O:22][C:23](=[O:24])[C:25]3([C:48](=[O:49])[OH:50])[O:26][c:27]4[c:28]([cH:30][cH:31][c:32]([CH2:34][CH:35]([CH3:36])[NH:37][CH2:38][CH:39]([OH:40])[c:41]5[cH:42][c:43]([Cl:47])[cH:44][cH:45][cH:46]5)[cH:33]4)[O:29]3)[CH2:2][CH:3]3[CH2:4][CH:5]([CH2:6][CH:7]([CH2:8]1)[CH2:9]3)[CH2:10]2.[CH3:51][S:52]([CH3:53])=[O:54].[Cl:57][CH:58]([Cl:59])[Cl:60].[K+:56]>>[C:1]12([CH2:11][O:22][C:23](=[O:24])[C:25]3([C:48](=[O:49])[OH:50])[O:26][c:27]4[c:28]([cH:30][cH:31][c:32]([CH2:34][CH:35]([CH3:36])[NH:37][CH2:38][CH:39]([OH:40])[c:41]5[cH:42][c:43]([Cl:47])[cH:44][cH:45][cH:46]5)[cH:33]4)[O:29]3)[CH2:2][CH:3]3[CH2:4][CH:5]([CH2:6][CH:7]([CH2:8]1)[CH2:9]3)[CH2:10]2. The reactants are CO (methanol), Cl (hydrochloric acid), C(CCCCCCCCC=C)OC1=CC=C(C(=O)OCC)C=C1 (ethyl p-(10-undecenyl)oxybenzoate), [OH-].[Na+] (sodium hydroxide), CO (methanol). Run in O (water), O (water). Product: C(CCCCCCCCC=C)OC1=CC=C(C(=O)O)C=C1 (p-(10-undecenyl)oxybenzoic acid). Yield: 99.3%. Reaction SMILES: [CH2:1]([O:12][C:13]1[CH:23]=[CH:22][C:16]([C:17]([O:19]CC)=[O:18])=[CH:15][CH:14]=1)[CH2:2][CH2:3][CH2:4][CH2:5][CH2:6][CH2:7][CH2:8][CH2:9][CH:10]=[CH2:11].[OH-].[Na+].CO.Cl>O>[CH2:1]([O:12][C:13]1[CH:14]=[CH:15][C:16]([C:17]([OH:19])=[O:18])=[CH:22][CH:23]=1)[CH2:2][CH2:3][CH2:4][CH2:5][CH2:6][CH2:7][CH2:8][CH2:9][CH:10]=[CH2:11] |f:1.2|. Procedure: A solution of 5.80 g (18.2 mM) of ethyl p-(10-undecenyl)oxybenzoate and 2.18 mg (54.6 mM) of sodium hydroxide in 4 ml of water, and 30 ml of methanol were stirred for 3 hours under heating. After the reaction, 20 ml of distilled water was added, followed by distilling-off of methanol and acidification of the solution with 6M-hydrochloric acid. The thus-produced p-(10-undecenyl)oxybenzoic acid was recovered by filtration and dried under vacuum in a dessicator to obtain 5.25 g (18.1 mM) of p-(10-u...